This data is from the Open Reaction Database (ORD), a public repository of structured organic reaction records. The task is: describe an organic reaction: reactants, conditions, products, and yield Starting materials: CC(C)c1cccnc1CO, ClCCl. Product: CC(C)c1cccnc1C=O. As a reaction SMILES: [CH:1]([CH3:2])([CH3:3])[c:4]1[c:5]([CH2:10][OH:11])[n:6][cH:7][cH:8][cH:9]1.[Cl:12][CH2:13][Cl:14]>>[CH:1]([CH3:2])([CH3:3])[c:4]1[c:5]([CH:10]=[O:11])[n:6][cH:7][cH:8][cH:9]1. The reactants are [Cl-].[Al+3].[Cl-].[Cl-] (Aluminium chloride), BrC1=CC(=CC(=C1)OCC1=CC=CC=C1)Br (1,3-Dibromo-5-benzyloxybenzene), CN(C1=CC=CC=C1)C (N,N-dimethylaniline). The solvent is C(Cl)Cl (CH2Cl2). Reaction conditions: time 30 minute. Yields the product BrC=1C=C(C=C(C1)Br)O (3,5-Dibromphenol). Yield: 82.9%. Reaction SMILES: [Cl-].[Al+3].[Cl-].[Cl-].[Br:5][C:6]1[CH:11]=[C:10]([O:12]CC2C=CC=CC=2)[CH:9]=[C:8]([Br:20])[CH:7]=1.CN(C)C1C=CC=CC=1>C(Cl)Cl>[Br:5][C:6]1[CH:11]=[C:10]([OH:12])[CH:9]=[C:8]([Br:20])[CH:7]=1 |f:0.1.2.3|. Procedure: Aluminium chloride (11.7 g, 87.6 mmol) was added in portions to a solution of 1,3-dibromo-5-benzyloxybenzene (10.0 g, 29.2 mmol; see step (i) above) and N,N-dimethylaniline (35.4 g, 292 mmol) in CH2Cl2 (100 mL) at room temperature under a nitrogen atmosphere. After 30 min, the mixture was partitioned with 1N HCl (300 mL) and EtOAc (5×150 mL). The combined organic extracts were washed with saturated NaHCO3 (150 mL) and brine (150 mL) then, dried (Na2SO4), filtered and concentrated in vacuo. Flash... Reactants: C(=O)(O)CCC1=CN(C=C1)C=1N=C(N(C1C(=O)OC)CC1=CC=C(C=C1)C1=C(C=CC=C1)C1=NN=NN1)CCC (methyl 4-(3-carboxyethyl-1H-pyrrol-1-yl)-2-propyl-1-[(2'-(1H-tetrazol 5-yl)biphen-4-yl)methyl]-1H-imidazole-5-carboxylate), [OH-].[Li+] (lithium hydroxide). The solvent is C(C)O (ethanol), O (water), O (water). Run at time 3 day. The product is C(=O)(O)CCC1=CN(C=C1)C=1N=C(N(C1C(=O)O)CC1=CC=C(C=C1)C1=C(C=CC=C1)C1=NN=NN1)CCC (4-(3-Carboxyethyl-1H-pyrrol-1-yl)-2-propyl-1-[(2'-(1H-tetrazol-5-yl)biphen-4-yl)methyl]-1H-imidazole-5-carboxylic acid). The yield is 56.5%. As a reaction SMILES: [C:1]([CH2:4][CH2:5][C:6]1[CH:10]=[CH:9][N:8]([C:11]2[N:12]=[C:13]([CH2:38][CH2:39][CH3:40])[N:14]([CH2:20][C:21]3[CH:26]=[CH:25][C:24]([C:27]4[CH:32]=[CH:31][CH:30]=[CH:29][C:28]=4[C:33]4[NH:37][N:36]=[N:35][N:34]=4)=[CH:23][CH:22]=3)[C:15]=2[C:16]([O:18]C)=[O:17])[CH:7]=1)([OH:3])=[O:2].[OH-].[Li+]>C(O)C.O>[C:1]([CH2:4][CH2:5][C:6]1[CH:10]=[CH:9][N:8]([C:11]2[N:12]=[C:13]([CH2:38][CH2:39][CH3:40])[N:14]([CH2:20][C:21]3[CH:26]=[CH:25][C:24]([C:27]4[CH:32]=[CH:31][CH:30]=[CH:29][C:28]=4[C:33]4[NH:37][N:36]=[N:35][N:34]=4)=[CH:23][CH:22]=3)[C:15]=2[C:16]([OH:18])=[O:17])[CH:7]=1)([OH:3])=[O:2] |f:1.2|. Procedure details: A solution of methyl 4-(3-carboxyethyl-1H-pyrrol-1-yl)-2-propyl-1-[(2'-(1H-tetrazol 5-yl)biphen-4-yl)methyl]-1H-imidazole-5-carboxylate (Example 73, 0.2 g) in ethanol (2.5 mL) and water (1.25 mL) was treated with lithium hydroxide (0.17 g) ant the reaction mixture stirred a room temperature for 3 days. The reaction mixture was diluted with water, extracted with ether, and the aqueous layer acidified to pH 2 with 1N HCl. The cloudy solution was extracted with ether and the combined organic layers... Yields the product N#Cc1ccc(O)c(N)c1. As a reaction SMILES: [CH2:19]1[O:20][CH2:21][CH2:22][CH2:23]1.[CH3:16][CH2:17][OH:18].[CH3:24][CH2:25][O:26][C:27]([CH3:28])=[O:29].[Cl-:13].[Fe:30].[NH4+:14].[OH2:15].[OH:1][c:2]1[c:3]([N+:10]([O-:11])=[O:12])[cH:4][c:5]([C:6]#[N:7])[cH:8][cH:9]1>>[OH:1][c:2]1[c:3]([NH2:10])[cH:4][c:5]([C:6]#[N:7])[cH:8][cH:9]1. The reactants are C1CCOC1, CCO, CCOC(C)=O, [Cl-], [Fe], [NH4+], O, N#Cc1ccc(O)c([N+](=O)[O-])c1. Reactants: N1C=NC(=C1)C=1C(=NOC1C)C1=CC=C(C=C1)F (4-(1H-imidazol-4-yl)-5-methyl-3-(4-fluorophenyl)-isoxazole), ClC=1C=C(C=CC1)B(O)O (3-chlorophenylboronic acid). The product is ClC=1C=C(C=CC1)N1C=NC(=C1)C=1C(=NOC1C)C1=CC=C(C=C1)F (4-[1-(3-Chloro-phenyl)-1H-imidazol-4-yl]-3-(4-fluoro-phenyl)-5-methyl-isoxazole). Isolated yield 4.0%. As a reaction SMILES: [NH:1]1[CH:5]=[C:4]([C:6]2[C:7]([C:12]3[CH:17]=[CH:16][C:15]([F:18])=[CH:14][CH:13]=3)=[N:8][O:9][C:10]=2[CH3:11])[N:3]=[CH:2]1.[Cl:19][C:20]1[CH:21]=[C:22](B(O)O)[CH:23]=[CH:24][CH:25]=1>>[Cl:19][C:20]1[CH:25]=[C:24]([N:1]2[CH:5]=[C:4]([C:6]3[C:7]([C:12]4[CH:17]=[CH:16][C:15]([F:18])=[CH:14][CH:13]=4)=[N:8][O:9][C:10]=3[CH3:11])[N:3]=[CH:2]2)[CH:23]=[CH:22][CH:21]=1. Reported procedure: As described for Example 3, 4-(1H-imidazol-4-yl)-5-methyl-3-(4-fluorophenyl)-isoxazole (73 mg, 0.3 mmol) was converted, using 3-chlorophenylboronic acid instead of 4-fluorophenylboronic acid, to the title compound (5 mg, 4%) which was obtained as an off-white solid. MS: m/e=354.6 [M+H]+. The reactants are C(#CCCCCCCCC)C1=CC=C(CNCC2=CC=C(OCC(=O)OC)C=C2)C=C1 (methyl (4-{[(4-dec-1-ynylbenzyl)amino]methyl}phenoxy)acetate), C(C)(=O)Cl (acetyl chloride). Yields the product C(C)(=O)N(CC1=CC=C(C=C1)C#CCCCCCCCC)CC1=CC=C(OCC(=O)OC)C=C1 (methyl (4-{[acetyl(4-dec-1-ynylbenzyl)amino]methyl}phenoxy)acetate). As a reaction SMILES: [C:1]([C:11]1[CH:31]=[CH:30][C:14]([CH2:15][NH:16][CH2:17][C:18]2[CH:29]=[CH:28][C:21]([O:22][CH2:23][C:24]([O:26][CH3:27])=[O:25])=[CH:20][CH:19]=2)=[CH:13][CH:12]=1)#[C:2][CH2:3][CH2:4][CH2:5][CH2:6][CH2:7][CH2:8][CH2:9][CH3:10].[C:32](Cl)(=[O:34])[CH3:33]>>[C:32]([N:16]([CH2:17][C:18]1[CH:29]=[CH:28][C:21]([O:22][CH2:23][C:24]([O:26][CH3:27])=[O:25])=[CH:20][CH:19]=1)[CH2:15][C:14]1[CH:30]=[CH:31][C:11]([C:1]#[C:2][CH2:3][CH2:4][CH2:5][CH2:6][CH2:7][CH2:8][CH2:9][CH3:10])=[CH:12][CH:13]=1)(=[O:34])[CH3:33]. Procedure details: The title compound was prepared following the procedure G using methyl (4-{[(4-dec-1-ynylbenzyl)amino]methyl}phenoxy)acetate and acetyl chloride (purification by flash chromatography on SiO2, c-Hex/EtOAc 9:1) as a colorless oil (26%). M+ (ESI): 464.3. HPLC, Rt: 5.6 min (purity: 100%). 1H NMR (CDCl3) δ: 7.40 (d, J=7.9 Hz, 1H), 7.34 (d, J=7.9 Hz, 1H), 7.17-7.05 (m, 4H), 6.91 (d, J=8.7 Hz. 1H), 6.86 (d, J=8.3 Hz, 1H), 4.65 (s, 1H), 4.63 (s, 1H), 4.54 (s, 1H), 4.51 (s, 1H), 4.40 (s, 1H), 4.35 (s, 1H... Starting materials: S(=O)(=O)(O)[O-].[K+] (potassium hydrogen sulfate), OC1(CCC(CC1)[C@@H]1CC[C@H](CC1)CCC)C=1C=C(C=CC1)F (3-[1-hydroxy-4-(trans-4-propylcyclohexyl)cyclohexyl]fluorobenzene). The product is C(CC)[C@@H]1CC[C@H](CC1)C1CC=C(CC1)C=1C=C(C=CC1)F (3-[4-(trans-4-propylcyclohexyl)cyclohexen -1-yl]fluorobenzene), ( V ). As a reaction SMILES: S([O-])(O)(=O)=O.[K+].O[C:8]1([C:23]2[CH:24]=[C:25]([F:29])[CH:26]=[CH:27][CH:28]=2)[CH2:13][CH2:12][CH:11]([C@H:14]2[CH2:19][CH2:18][C@H:17]([CH2:20][CH2:21][CH3:22])[CH2:16][CH2:15]2)[CH2:10][CH2:9]1>>[CH2:20]([C@H:17]1[CH2:16][CH2:15][C@H:14]([CH:11]2[CH2:12][CH2:13][C:8]([C:23]3[CH:24]=[C:25]([F:29])[CH:26]=[CH:27][CH:28]=3)=[CH:9][CH2:10]2)[CH2:19][CH2:18]1)[CH2:21][CH3:22] |f:0.1|. Procedure: Slaked magnesium (4.8 g, 0.2 mol) was placed in a three-necked flask, followed by slowly dropwise adding a solution of 3-fluorobromobenzene (I) (35.0 g, 0.2 mol) dissolved in anhydrous tetrahydrofuran (50 ml) in nitrogen gas current with stirring while keeping the reaction temperature at 30°-35° C. to obtain a black-gray colored, uniform tetrahydrofuran solution of 3-fluorophenylmagnesium bromide (II), dropwise adding to this solution, a solution of 4-(trans-4-propylcyclohexyl)cyclohexanone (a c... Starting materials: CC=1NC=2CCCC(C2C(C1C(=O)O)C1=CC(=CC=C1)[N+](=O)[O-])=O (2-Methyl-4-(3-nitrophenyl)-5-oxo-1,4,5,6,7,8-hexahydro-3-quinolinecarboxylic acid), S(O)(O)(=O)=O (sulfuric acid). Run in C(C)O (ethanol). Product: CC=1NC=2CCCC(C2C(C1)C1=CC(=CC=C1)[N+](=O)[O-])=O (2-Methyl-4-(3-nitrophenyl)-4,6,7,8-tetrahydro-5(1H)-quinolone). Yield: 39.6%. As a reaction SMILES: [CH3:1][C:2]1[NH:3][C:4]2[CH2:5][CH2:6][CH2:7][C:8](=[O:24])[C:9]=2[CH:10]([C:15]2[CH:20]=[CH:19][CH:18]=[C:17]([N+:21]([O-:23])=[O:22])[CH:16]=2)[C:11]=1C(O)=O.S(=O)(=O)(O)O>C(O)C>[CH3:1][C:2]1[NH:3][C:4]2[CH2:5][CH2:6][CH2:7][C:8](=[O:24])[C:9]=2[CH:10]([C:15]2[CH:20]=[CH:19][CH:18]=[C:17]([N+:21]([O-:23])=[O:22])[CH:16]=2)[CH:11]=1. Procedure: 2-Methyl-4-(3-nitrophenyl)-5-oxo-1,4,5,6,7,8-hexahydro-3-quinolinecarboxylic acid (4.66 g) was suspended in ethanol (200 mL) with concentrated sulfuric acid (0.5 mL). The mixture was heated at reflux for 5 h, during which time all of the solid went into solution. The solvent was evaporated, and the residue was partitioned between aqueous 2N sodium hydroxide and ethyl acetate. The aqueous portion was extracted with ethyl acetate. The combined extracts were washed (water, brine), dried, and evapor...